This data is from the Open Reaction Database (ORD), a public repository of structured organic reaction records. The task is: describe an organic reaction: reactants, conditions, products, and yield Procedure details: 15.5 g (93.8 mmol) 4-Methoxy-benzo[d]isothiazole were dissolved in 200 ml ethylene glycol dimethyl ether at room temperature. 10.45 g (188 mmol) sodium methoxide were added. The mixture was heated to 80° C. for 8 h and stirring was continued at room temperature for 16 h. The mixture was divided and one quarter of the mixture was used in the subsequent synthesis without further purification. The product is C(#N)C1=C(C=CC=C1OC)[S-].[Na+] (sodium 2-cyano-3-methoxy-benzenethiolate). Conditions: temperature 80 celsius, time 16 hour. Solvent: COCCOC (ethylene glycol dimethyl ether). As a reaction SMILES: [CH3:1][O:2][C:3]1[C:8]2[CH:9]=[N:10][S:11][C:7]=2[CH:6]=[CH:5][CH:4]=1.C[O-].[Na+:14]>COCCOC>[C:9]([C:8]1[C:3]([O:2][CH3:1])=[CH:4][CH:5]=[CH:6][C:7]=1[S-:11])#[N:10].[Na+:14] |f:1.2,4.5|. Reactants: COC1=CC=CC2=C1C=NS2 (4-Methoxy-benzo[d]isothiazole), C[O-].[Na+] (sodium methoxide). Starting materials: 4-acetamide-2,2,6,6-tetramethyl-1-piperidinyloxy, S(=S)(=O)([O-])[O-].[Na+].[Na+] (sodium thiosulfate), OC[C@@H](C)[C@H]1CC[C@H]2[C@H](CCC[C@]12C)O ((1R,3aR,4S,7aR)-octahydro-1-{(S)-1-hydroxypropane-2-yl}-7a-methyl-1H-indene-4-ol), OC[C@@H](C)[C@H]1CC[C@H]2[C@H](CCC[C@]12C)O ((1R,3aR,4S,7aR)-octahydro-1-{(S)-1-hydroxypropane-2-yl}-7a-methyl-1H-indene-4-ol), C(O)([O-])=O.[Na+] (sodium hydrogen carbonate), C([O-])([O-])=O.[K+].[K+] (potassium carbonate), ice, ClN1C(CCC1=O)=O (N-chlorosuccinimide). The reagents and catalysts are [Cl-].C(CCC)[N+](CCCC)(CCCC)CCCC (tetra-n-butylammonium chloride). Solvent: C(Cl)Cl (methylene chloride). Conditions: temperature 15 celsius, time 10 minute. Yields the product O[C@H]1CCC[C@@]2([C@H](CC[C@@H]12)[C@@H](C=O)C)C ((S)-2-{(3R,3aR,7S,7aR)-octahydro-7-hydroxy-3a-methyl-1H-indene-3-yl}propanal). Isolated yield 92.1%. RXN SMILES: [OH:1][CH2:2][C@H:3]([C@@H:5]1[C@:13]2([CH3:14])[C@H:8]([C@@H:9]([OH:15])[CH2:10][CH2:11][CH2:12]2)[CH2:7][CH2:6]1)[CH3:4].C(=O)([O-])O.[Na+].C(=O)([O-])[O-].[K+].[K+].ClN1C(=O)CCC1=O.S([O-])([O-])(=O)=S.[Na+].[Na+]>[Cl-].C([N+](CCCC)(CCCC)CCCC)CCC.C(Cl)Cl>[OH:15][C@@H:9]1[C@H:8]2[C@@:13]([CH3:14])([C@@H:5]([C@H:3]([CH3:4])[CH:2]=[O:1])[CH2:6][CH2:7]2)[CH2:12][CH2:11][CH2:10]1 |f:1.2,3.4.5,7.8.9,10.11|. Procedure details: Under a nitrogen atmosphere, a solution of (1R,3aR,4S,7aR)-octahydro-1-{(S)-1-hydroxypropane-2-yl}-7a-methyl-1H-indene-4-ol (Compound 14: 2.05 g, 9.659 mmol) synthesized according to the method described in J. Org. Chem. 1986, 51, 1264-1269, 4-acetamide-2,2,6,6-tetramethyl-1-piperidinyloxy free radical (155 mg, 0.7244 mmol) and tetra-n-butylammonium chloride (134 mg, 0.4830 mmol) in methylene chloride (90 ml) was cooled in an ice bath, and 0.5 M sodium hydrogen carbonate (45 ml) and 0.05 M potas... The reactants are ClC1=NC(=NC(=C1CCC)CN1C(=NC=C1)C1=NC=CC=C1F)C (4-chloro-6-[2-(3-fluoro-pyridin-2-yl)-imidazol-1-ylmethyl]-2-methyl-5-propyl-pyrimidine), C(=O)([O-])[O-].[K+].[K+] (K2CO3). Reagents/catalysts: [Pd] (Pd—C). Solvent: C(C)O (ethanol). The product is FC=1C(=NC=CC1)C=1N(C=CN1)CC1=NC(=NC=C1CCC)C (4-[2-(3-Fluoro-pyridin-2-yl)-imidazol-1-ylmethyl]-2-methyl-5-propyl-pyrimidine). As a reaction SMILES: Cl[C:2]1[C:7]([CH2:8][CH2:9][CH3:10])=[C:6]([CH2:11][N:12]2[CH:16]=[CH:15][N:14]=[C:13]2[C:17]2[C:22]([F:23])=[CH:21][CH:20]=[CH:19][N:18]=2)[N:5]=[C:4]([CH3:24])[N:3]=1.C([O-])([O-])=O.[K+].[K+]>C(O)C.[Pd]>[F:23][C:22]1[C:17]([C:13]2[N:12]([CH2:11][C:6]3[C:7]([CH2:8][CH2:9][CH3:10])=[CH:2][N:3]=[C:4]([CH3:24])[N:5]=3)[CH:16]=[CH:15][N:14]=2)=[N:18][CH:19]=[CH:20][CH:21]=1 |f:1.2.3|. Procedure: A mixture of 4-chloro-6-[2-(3-fluoro-pyridin-2-yl)-imidazol-1-ylmethyl]-2-methyl-5-propyl-pyrimidine (55.3 mg, 0.16 mmol), K2CO3 (30 mg) and Pd—C (10%, 6 mg) in ethanol is stirred at room temperature under H2 (H2 balloon) over night. After filtration, the solvent is removed and the residue is purified by preparative TLC to give the title compound. 1H NMR (CDCl3) 8.34 (s, 1H), 8.31-8.33 (m, 1H), 7.50-7.55 (m, 1H), 7.23-7.28 (m, 2H), 7.10 (s, 1H), 5.73 (s, 2H), 2.54 (s, 3H), 2.48 (t, 2H), 1.44-1.5... Starting materials: P(O)(O)(O)=O (phosphoric acid), S(=O)(=O)([O-])[O-].[Ca+2] (calcium sulphate). Yields the product S(=O)(=O)([O-])[O-] (sulphate), P(=O)([O-])([O-])[O-].[Ca+2].P(=O)([O-])([O-])[O-].[Ca+2].[Ca+2] (calcium phosphate). Reaction SMILES: [P:1](=[O:5])([OH:4])([OH:3])[OH:2].[S:6]([O-:10])([O-:9])(=[O:8])=[O:7].[Ca+2:11]>>[S:6]([O-:10])([O-:9])(=[O:8])=[O:7].[P:1]([O-:5])([O-:4])([O-:3])=[O:2].[Ca+2:11].[P:1]([O-:5])([O-:4])([O-:3])=[O:2].[Ca+2:11].[Ca+2:11] |f:1.2,4.5.6.7.8|. Procedure details: In one embodiment, the impure aqueous phosphoric acid is a component of a solid calcium sulphate-containing slurry produced by the action of sulphate ion on a solution of a calcium phosphate-containing mineral in aqueous phosphoric acid. In another embodiment, said impure aqueous phosphoric acid can be the product of separation of solid calcium sulphate from a slurry comprising impure aqueous phosphoric acid and solid calcium sulphate. Reactants: [N+](=O)([O-])C1=CC=C2C=NNC2=C1 (6-Nitroindazole), C([O-])([O-])=O.[K+].[K+] (potassium carbonate), Cl.ClCCN1CCCC1 (1-(2-chloro-ethyl)-pyrrolidine hydrochloride). Solvent: CN(C=O)C (N,N-dimethylformamide). Reaction conditions: temperature 60 celsius. The product is [N+](=O)([O-])C=1C=CC2=CN(N=C2C1)CCN1CCCC1 (6-nitro-2-(2-pyrrolidin-1-yl-ethyl)-2H-indazole). As a reaction SMILES: [N+:1]([C:4]1[CH:12]=[C:11]2[C:7]([CH:8]=[N:9][NH:10]2)=[CH:6][CH:5]=1)([O-:3])=[O:2].C(=O)([O-])[O-].[K+].[K+].Cl.Cl[CH2:21][CH2:22][N:23]1[CH2:27][CH2:26][CH2:25][CH2:24]1>CN(C)C=O>[N+:1]([C:4]1[CH:5]=[CH:6][C:7]2[C:11]([CH:12]=1)=[N:10][N:9]([CH2:21][CH2:22][N:23]1[CH2:27][CH2:26][CH2:25][CH2:24]1)[CH:8]=2)([O-:3])=[O:2] |f:1.2.3,4.5|. Procedure: 6-Nitroindazole (2.00 g, 12.3 mmol) was treated with potassium carbonate (5.00 g 36.2 mmol) in N,N-dimethylformamide (40 mL) for 30 minutes and then 1-(2-chloro-ethyl)-pyrrolidine hydrochloride (3.20 g 18.8 mmol) was added. The reaction mixture was heated to 60° C. for 6 hours, then cooled to room temperature. The reaction mixture was filtered through a plug of silica gel and rinsed with triethylamine/ethyl acetate (1/4). The filtrate was concentrated in vacuo and purified by flash chromatograph... Reactants: C(C)NCC (diethylamine), BrCC(=O)N (2-bromoacetamide), [F-].[K+] (KF), C1(CCCCC1)P(C1(C(=CC=CC1)C1=CC=CC=C1)N(C)C)C1CCCCC1 (2-Dicyclohexylphosphino-2-(N,N-dimethylamino)biphenyl). Reagents/catalysts: C=1C=CC(=CC1)/C=C/C(=O)/C=C/C2=CC=CC=C2.C=1C=CC(=CC1)/C=C/C(=O)/C=C/C2=CC=CC=C2.C=1C=CC(=CC1)/C=C/C(=O)/C=C/C2=CC=CC=C2.[Pd].[Pd] (tris(dibenzylideneacetone)dipalladium). Conditions: temperature 105 celsius. Product: C(C)N(CC(=O)N)CC (2-diethylaminoacetamide), 11B. RXN SMILES: [F-].[K+].C1(P(C2CCCCC2)C2(N(C)C)CC=CC=C2C2C=CC=CC=2)CCCCC1.[CH2:31]([NH:33][CH2:34][CH3:35])[CH3:32].Br[CH2:37][C:38]([NH2:40])=[O:39]>C1C=CC(/C=C/C(/C=C/C2C=CC=CC=2)=O)=CC=1.C1C=CC(/C=C/C(/C=C/C2C=CC=CC=2)=O)=CC=1.C1C=CC(/C=C/C(/C=C/C2C=CC=CC=2)=O)=CC=1.[Pd].[Pd]>[CH2:31]([N:33]([CH2:34][CH3:35])[CH2:37][C:38]([NH2:40])=[O:39])[CH3:32] |f:0.1,5.6.7.8.9|. Procedure: All coupling reactions were carried out under argon using Schlenk techniques. Toluene was freshly distilled from CaH2 prior to use and tetrahydrofuran (THF) was dried by passage through solvent purification system VAC to provide water content of less than 25 ppm as was determined by coulometric KF titrator Mettler Toledo. All other solvents were used as purchased from commercial sources. 2-Dicyclohexylphosphino-2-(N,N-dimethylamino)biphenyl (DavePhos), diethylamine, 2-bromoacetamide and tris(dib... The reactants are B, C1CCOC1, COB(OC)OC, CCOC(C)=O, CO, [Na+], O=C([O-])O, C1CCOC1, O=C(O)c1ccc(Oc2ccc3c(c2)COB3O)cc1. Product: OCc1ccc(Oc2ccc3c(c2)COB3O)cc1. RXN SMILES: [BH3:33].[CH2:39]1[O:40][CH2:41][CH2:42][CH2:43]1.[CH3:21][O:22][B:23]([O:24][CH3:25])[O:26][CH3:27].[CH3:44][CH2:45][O:46][C:47]([CH3:48])=[O:49].[CH3:50][OH:51].[Na+:38].[O-:34][C:35]([OH:36])=[O:37].[O:28]1[CH2:29][CH2:30][CH2:31][CH2:32]1.[OH:1][B:2]1[O:3][CH2:4][c:5]2[c:6]1[cH:7][cH:8][c:9]([O:11][c:12]1[cH:13][cH:14][c:15]([C:16](=[O:17])[OH:18])[cH:19][cH:20]1)[cH:10]2>>[OH:1][B:2]1[O:3][CH2:4][c:5]2[c:6]1[cH:7][cH:8][c:9]([O:11][c:12]1[cH:13][cH:14][c:15]([CH2:16][OH:17])[cH:19][cH:20]1)[cH:10]2.